From a dataset of the Open Reaction Database (ORD), a public repository of structured organic reaction records. describe an organic reaction: reactants, conditions, products, and yield The reactants are O=C(C(=O)OC)CC1=CC=CC=C1 (Methyl 2-oxo-3-phenylpropionate), C(C)(C)(C)OC(=O)N[C@@H]1C(N(CCCC1)C(CC1=CC=CC=C1)C(=O)OC)=O (3-(S)-t-butoxycarbonylamino-1-[1-carbomethoxy-2-phenylethyl]perhydroazepin-2-one), α-t-Boc-L-lysine, C(#N)[BH3-].[Na+] (sodium cyanoborohydride). Product: N[C@@H]1C(N(CCCC1)C(CC1=CC=CC=C1)C(=O)O)=O (3-(S)-amino-1-[1-carboxy-2-phenylethyl]perhydroazepin-2-one). Reaction SMILES: O=C(CC1C=CC=CC=1)C(OC)=O.C([BH3-])#N.[Na+].C(OC([NH:25][C@H:26]1[CH2:32][CH2:31][CH2:30][CH2:29][N:28]([CH:33]([C:41]([O:43]C)=[O:42])[CH2:34][C:35]2[CH:40]=[CH:39][CH:38]=[CH:37][CH:36]=2)[C:27]1=[O:45])=O)(C)(C)C>>[NH2:25][C@H:26]1[CH2:32][CH2:31][CH2:30][CH2:29][N:28]([CH:33]([C:41]([OH:43])=[O:42])[CH2:34][C:35]2[CH:40]=[CH:39][CH:38]=[CH:37][CH:36]=2)[C:27]1=[O:45] |f:1.2|. Reported procedure: Methyl 2-oxo-3-phenylpropionate and α-t-Boc-L-lysine are condensed in the presence of sodium cyanoborohydride as described in Example 19. Subsequent ring closure to 3-(S)-t-butoxycarbonylamino-1-[1-carbomethoxy-2-phenylethyl]perhydroazepin-2-one is carried out as described in Example 3. Saponification of the methyl ester followed by removal of the t-butoxycarbonyl group affords 3-(S)-amino-1-[1-carboxy-2-phenylethyl]perhydroazepin-2-one. The caprolactam and 2-oxo-4-phenylbutyric acid are condens... Reactants: C(C)(C)(C)OC(=O)N1CC(N(CC1)CCN1CCCC1)=O (3-Oxo-4-(2-pyrrolidin-1-yl-ethyl)-piperazine-1-carboxylic acid tert-butyl ester), C(C)(C)(C)OC(=O)N1CC(N(CC1)CCN1CCCC1)=O (3-Oxo-4-(2-pyrrolidin-1-yl-ethyl)-piperazine-1-carboxylic acid tert-butyl ester), ClC=1C=C(C=CC(=O)O)C=CC1Cl (3,4-dichlorocinnamic acid). Product: ClC=1C=C(C=CC1Cl)/C=C/C(=O)N1CC(N(CC1)CCN1CCCC1)=O (4-[(E)-3-(3,4-Dichloro-phenyl)-acryloyl]-1-(2-pyrrolidin-1-yl-ethyl)-piperazin-2-one). RXN SMILES: C(O[C:6]([N:8]1[CH2:13][CH2:12][N:11]([CH2:14][CH2:15][N:16]2[CH2:20][CH2:19][CH2:18][CH2:17]2)[C:10](=[O:21])[CH2:9]1)=[O:7])(C)(C)C.[Cl:22][C:23]1[CH:24]=[C:25]([CH:31]=[CH:32][C:33]=1[Cl:34])[CH:26]=[CH:27]C(O)=O>>[Cl:22][C:23]1[CH:24]=[C:25](/[CH:26]=[CH:27]/[C:6]([N:8]2[CH2:13][CH2:12][N:11]([CH2:14][CH2:15][N:16]3[CH2:17][CH2:18][CH2:19][CH2:20]3)[C:10](=[O:21])[CH2:9]2)=[O:7])[CH:31]=[CH:32][C:33]=1[Cl:34]. Procedure details: The title compound was prepared in analogy to example 6 starting from 3-oxo-4-(2-pyrrolidin-1-yl-ethyl)-piperazine-1-carboxylic acid tert-butyl ester (intermediate 6) and 3,4-dichlorocinnamic acid. MS (ISP)=396.4 (M+H)+. Starting materials: CC(=O)O, CCCCCC, CCOC(C)=O, O=C(c1ccc(O)cc1O)c1ccc([N+](=O)[O-])cc1O. Yields the product Nc1ccc(C(=O)c2ccc(O)cc2O)c(O)c1. As a reaction SMILES: [C:33]([OH:34])(=[O:35])[CH3:36].[CH3:21][CH2:22][CH2:23][CH2:24][CH2:25][CH3:26].[CH3:27][CH2:28][O:29][C:30]([CH3:31])=[O:32].[OH:1][c:2]1[c:3]([C:9](=[O:10])[c:11]2[c:12]([OH:20])[cH:13][c:14]([N+:17]([O-:18])=[O:19])[cH:15][cH:16]2)[cH:4][cH:5][c:6]([OH:8])[cH:7]1>>[OH:1][c:2]1[c:3]([C:9](=[O:10])[c:11]2[c:12]([OH:20])[cH:13][c:14]([NH2:17])[cH:15][cH:16]2)[cH:4][cH:5][c:6]([OH:8])[cH:7]1. Reactants: FC1=CC=C(C=C1)C1=C(N=C(O1)C1CCN(CC1)CC#N)COCC(F)(F)F ({4-[5-(4-fluorophenyl)-4-(2,2,2-trifluoro-ethoxymethyl)-oxazol-2-yl]-piperidin-1-yl} acetonitrile), NN (hydrazine), Cl (hydrochloric acid), O (water). Solvent: C(C)O (ethanol). Run at temperature 75 celsius, time 3.5 hour. Yields the product Cl.FC1=CC=C(C=C1)C1=C(N=C(O1)C1CCNCC1)COCC(F)(F)F (4-[5-(4-fluorophenyl)-4-(2,2,2-trifluoro-ethoxymethyl)-oxazol-2-yl]-piperidine hydrochloride). The yield is 90.1%. Reaction SMILES: [F:1][C:2]1[CH:7]=[CH:6][C:5]([C:8]2[O:12][C:11]([CH:13]3[CH2:18][CH2:17][N:16](CC#N)[CH2:15][CH2:14]3)=[N:10][C:9]=2[CH2:22][O:23][CH2:24][C:25]([F:28])([F:27])[F:26])=[CH:4][CH:3]=1.NN.[ClH:31].O>C(O)C>[ClH:31].[F:1][C:2]1[CH:7]=[CH:6][C:5]([C:8]2[O:12][C:11]([CH:13]3[CH2:18][CH2:17][NH:16][CH2:15][CH2:14]3)=[N:10][C:9]=2[CH2:22][O:23][CH2:24][C:25]([F:26])([F:27])[F:28])=[CH:4][CH:3]=1 |f:5.6|. Procedure: A 5-l round bottom flask containing {4-[5-(4-fluorophenyl)-4-(2,2,2-trifluoro-ethoxymethyl)-oxazol-2-yl]-piperidin-1-yl} acetonitrile (313 g, 0.788 mole), 35% aqueous hydrazine (156 mL, 1.58 mole), 36% aqueous hydrochloric acid (130 mL, 1.58 mole), water (1 l) and ethanol (2 l) is warmed to 75° C. and stirred for 3.5 hours. The reaction mixture is cooled to room temperature, the solvent volume is reduced to 1.5 l by distillation and 3 N aqueous hydrochloric acid (1.5 l) is added. The aqueous sol... The reactants are [OH-].[Na+] (sodium hydroxide), O (water), S(=O)(=O)(O)O.CSC(N)=N (S-methylisothiourea sulfate), NCCNS(=O)(=O)C=1C=2C=CN=CC2C=CC1 (N-(2-aminoethyl)-5-isoquinolinesulfonamide). Solvent: CO (methanol). Yields the product N(C(=N)N)CCNS(=O)(=O)C=1C=2C=CN=CC2C=CC1 (N-(2-guanidinoethyl)-5-isoquinolinesulfonamide). Isolated yield 84.1%. As a reaction SMILES: [NH2:1][CH2:2][CH2:3][NH:4][S:5]([C:8]1[C:9]2[CH:10]=[CH:11][N:12]=[CH:13][C:14]=2[CH:15]=[CH:16][CH:17]=1)(=[O:7])=[O:6].O.S(O)(O)(=O)=O.CS[C:26](=[NH:28])[NH2:27].[OH-].[Na+]>CO>[NH:1]([CH2:2][CH2:3][NH:4][S:5]([C:8]1[C:9]2[CH:10]=[CH:11][N:12]=[CH:13][C:14]=2[CH:15]=[CH:16][CH:17]=1)(=[O:7])=[O:6])[C:26]([NH2:28])=[NH:27] |f:2.3,4.5|. Procedure: In 30 ml of methanol was dissolved 3.3 g of N-(2-aminoethyl)-5-isoquinolinesulfonamide obtained in Referential example 1, and to the solution was added 25 ml of water solution containing 5.0 g of S-methylisothiourea sulfate. And to the mixed solution was added 1N aqueous sodium hydroxide solution, the mixed solution thus obtained was heated at reflux for two hours. After the reflux, the methanol was distilled therefrom under reduced pressure, and the white crystals precipitated were separated by...